This data is from the Open Reaction Database (ORD), a public repository of structured organic reaction records. The task is: describe an organic reaction: reactants, conditions, products, and yield Starting materials: c1ccc2c(c1)CCN2, O=CO, ClCCl. Yields the product O=CN1CCc2ccccc21. RXN SMILES: [CH2:1]1[CH2:2][c:3]2[cH:4][cH:5][cH:6][cH:7][c:8]2[NH:9]1.[CH:10](=[O:11])[OH:12].[Cl:13][CH2:14][Cl:15]>>[CH2:1]1[CH2:2][c:3]2[cH:4][cH:5][cH:6][cH:7][c:8]2[N:9]1[CH:10]=[O:11]. The reactants are C(C)(=O)OCC (ethyl acetate), ClCC=1C(=CC=C2NC(C(NC12)=O)(C)C)C1=C(C=CC(=C1)F)OC (8-chloromethyl-7-(5-fluoro-2-methoxyphenyl)-3,3-dimethyl-3,4-dihydro-1H-quinoxalin-2-one), CC1=CC=C(N)C=C1 (4-methylaniline), C([O-])([O-])=O.[K+].[K+] (potassium carbonate). Run in O (water), CN(C=O)C (N,N-dimethylformamide). Reaction conditions: temperature 80 celsius, time 8 hour. The product is FC=1C=CC(=C(C1)C1=CC=C2NC(C(NC2=C1CNC1=CC=C(C=C1)C)=O)(C)C)OC (7-(5-Fluoro-2-methoxyphenyl)-8-(4-methylphenylaminomethyl)-3,3-dimethyl-3,4-dihydro-1H-quinoxalin-2-one). Isolated yield 80.0%. As a reaction SMILES: Cl[CH2:2][C:3]1[C:4]([C:16]2[CH:21]=[C:20]([F:22])[CH:19]=[CH:18][C:17]=2[O:23][CH3:24])=[CH:5][CH:6]=[C:7]2[C:12]=1[NH:11][C:10](=[O:13])[C:9]([CH3:15])([CH3:14])[NH:8]2.[CH3:25][C:26]1[CH:32]=[CH:31][C:29]([NH2:30])=[CH:28][CH:27]=1.C(=O)([O-])[O-].[K+].[K+].C(OCC)(=O)C>CN(C)C=O.O>[F:22][C:20]1[CH:19]=[CH:18][C:17]([O:23][CH3:24])=[C:16]([C:4]2[C:3]([CH2:2][NH:30][C:29]3[CH:31]=[CH:32][C:26]([CH3:25])=[CH:27][CH:28]=3)=[C:12]3[C:7]([NH:8][C:9]([CH3:15])([CH3:14])[C:10](=[O:13])[NH:11]3)=[CH:6][CH:5]=2)[CH:21]=1 |f:2.3.4|. Procedure details: A mixture of 8-chloromethyl-7-(5-fluoro-2-methoxyphenyl)-3,3-dimethyl-3,4-dihydro-1H-quinoxalin-2-one (Reference Compound No. 4-2, 50.7 mg, 0.15 mmol), 4-methylaniline (19.3 mg, 0.18 mmol), and potassium carbonate (60.6 mg, 0.44 mmol) was suspended in anhydrous N,N-dimethylformamide (1 mL) and stirred at 80° C. overnight. After cooling down, ethyl acetate (30 mL) and water (30 mL) were added and partitioned. The organic layer was washed with water (30 mL) and saturated brine (30 mL) successively... The reactants are C(C)(=O)OC(C)=O (acetic anhydride), COC1=CC=C(C=C1)C(=C)C1=CC=C(C=C1)N(C)C (1-(p-methoxyphenyl)-1-(p-dimethylaminophenyl)ethylene), ClC=1C(=C(C(=C2C1C(=O)OC2=O)Cl)Cl)Cl (tetrachlorophthalic anhydride), [OH-].[Na+] (sodium hydroxide). The solvent is O (water). Conditions: temperature 120 celsius, time 2 hour. Product: CN(C1=CC=C(C=C1)C(=CC1(OC(=O)C2=C(C(=C(C(=C12)Cl)Cl)Cl)Cl)C=C(C1=CC=C(C=C1)N(C)C)C1=CC=C(C=C1)OC)C1=CC=C(C=C1)OC)C (3,3-bis[2-(p-dimethylaminophenyl)-2-(p-methoxyphenyl)ethenyl]-4,5,6,7-tetrachlorophthalide). As a reaction SMILES: [C:1]([O:4][C:5](=O)[CH3:6])(=O)C.[CH3:8][O:9][C:10]1[CH:15]=[CH:14][C:13]([C:16]([C:18]2[CH:23]=[CH:22][C:21]([N:24]([CH3:26])[CH3:25])=[CH:20][CH:19]=2)=[CH2:17])=[CH:12][CH:11]=1.[Cl:27][C:28]1[C:29]([Cl:41])=[C:30]([Cl:40])[C:31]([Cl:39])=[C:32]2[C:37](=O)[O:36][C:34](=[O:35])[C:33]=12.[OH-].[Na+]>O>[CH3:25][N:24]([CH3:26])[C:21]1[CH:20]=[CH:19][C:18]([C:16]([C:13]2[CH:12]=[CH:11][C:10]([O:9][CH3:8])=[CH:15][CH:14]=2)=[CH:17][C:37]2([CH:17]=[C:16]([C:13]3[CH:14]=[CH:6][C:5]([O:4][CH3:1])=[CH:11][CH:12]=3)[C:18]3[CH:23]=[CH:22][C:21]([N:24]([CH3:26])[CH3:25])=[CH:20][CH:19]=3)[C:32]3[C:33](=[C:28]([Cl:27])[C:29]([Cl:41])=[C:30]([Cl:40])[C:31]=3[Cl:39])[C:34](=[O:35])[O:36]2)=[CH:23][CH:22]=1 |f:3.4|. Procedure: Into 25 ml of acetic anhydride, 13.0 g of 1-(p-methoxyphenyl)-1-(p-dimethylaminophenyl)ethylene and 9.3 g of tetrachlorophthalic anhydride were added and the mixture was stirred for 2 hours at 120° C. After adding the reaction mixture into 200 ml of water and making the mixture alkaline with sodium hydroxide, the alkaline mixture was extracted with 70 ml of toluene. The solid matter obtained by distilling off toluene from the extract was recrystallized from butanol while purifying with activated... The reactants are C1(=CC=CC=C1)C1=CN=CN=N1 (6-phenyl-[1,2,4]triazine), N (ammonia), [Mn](=O)(=O)(=O)[O-].[K+] (potassium permanganate). Run at temperature -37 celsius, time 30 minute. Product: C1(=CC=CC=C1)C1=C(N=CN=N1)N (6-phenyl-[1,2,4]triazin-5-ylamine). The yield is 50.0%. Reaction SMILES: [C:1]1([C:7]2[N:12]=[N:11][CH:10]=[N:9][CH:8]=2)[CH:6]=[CH:5][CH:4]=[CH:3][CH:2]=1.[NH3:13].[Mn]([O-])(=O)(=O)=O.[K+]>>[C:1]1([C:7]2[N:12]=[N:11][CH:10]=[N:9][C:8]=2[NH2:13])[CH:2]=[CH:3][CH:4]=[CH:5][CH:6]=1 |f:2.3|. Procedure: To a mixture of 6-phenyl-[1,2,4]triazine (18 g, 115 mmol) in anhydrous liquid ammonia (1 l) under an atmosphere of nitrogen at −37° C. was added in one portion potassium permanganate (22.6 g, 143 mmol). The reaction mixture was stirred at −37° C. for 30 min and then the ammonia evaporated. To the residue was added propan-2-ol (800 ml) and the resulting mixture heated under reflux for 10 min, then filtered through hyflo. The filtrate was evaporated in vacuo. The residue was purified by flash chro...